Dataset: the Open Reaction Database (ORD), a public repository of structured organic reaction records. Task: describe an organic reaction: reactants, conditions, products, and yield Starting materials: CC1=CN(C=N1)C2=CN=C(C=C2)N, CC1=CC(=NC2=C1CN(CC(O2)CC(F)(F)F)C)Cl. Reagents/catalysts: C(=O)([O-])[O-].[Cs+].[Cs+], C1CCC(CC1)P(C2CCCCC2)C3=CC=CC=C3C4=CC=CC=C4, CC(=O)O.CC(=O)O.[Pd]. Solvent: COCCOC. Run at temperature 110 celsius. Yields the product CC1=CC(=NC2=C1CN(CC(O2)CC(F)(F)F)C)NC3=NC=C(C=C3)N4C=C(N=C4)C. Isolated yield 15.4%. Procedure details: To 8-chloro-4,6-dimethyl-2-(2,2,2-trifluoroethyl)-2,3,4,5-tetrahydropyrido[3,2-f][1,4]oxazepine (300 mg, 0.51 mmol) in DME (4 mL) were 5-(4-methyl-1H-imidazol-1-yl)pyridin-2-amine (89 mg, 0.51 mmol), cesium carbonate (249 mg, 0.76 mmol), 2-(Dicyclohexylphosphino)biphenyl (17.84 mg, 0.05 mmol) and Palladium acetate (11.43 mg, 0.05 mmol) added. The reaction was heated to 110°C for 3*90min. The solids were filtered of and washed with DCM and IPA and discarded. The solvents were evaporated and the c... The reactants are ClCCCl, CCN(C(C)C)C(C)C, ClCCl, Cl, NCCCO, On1nnc2ccccc21, O=C(O)c1cnccn1. Yields the product O=C(NCCCO)c1cnccn1. As a reaction SMILES: [CH2:34]([Cl:35])[CH2:36][Cl:37].[CH:15]([N:16]([CH2:17][CH3:18])[CH:19]([CH3:20])[CH3:21])([CH3:22])[CH3:23].[Cl:39][CH2:40][Cl:41].[ClH:38].[NH2:1][CH2:2][CH2:3][CH2:4][OH:5].[OH:24][n:25]1[c:26]2[c:27]([cH:28][cH:29][cH:30][cH:31]2)[n:32][n:33]1.[n:6]1[c:7]([C:12](=[O:13])[OH:14])[cH:8][n:9][cH:10][cH:11]1>>[NH:1]([CH2:2][CH2:3][CH2:4][OH:5])[C:12]([c:7]1[n:6][cH:11][cH:10][n:9][cH:8]1)=[O:13]. The product is COC1=C(C(=C(C(=C1F)F)[N+](=O)[O-])N1C(C=2C(C1=O)=CC=CC2)=O)F (4-Methoxy-2-phthalimido-3,5,6-trifluoro-1-nitrobenzene). Isolated yield 60.0%. The solvent is CN(C=O)C (dimethylformamide). Run at time 3 hour. Reaction SMILES: [C:1]1(=[O:11])[NH:5][C:4](=[O:6])[C:3]2=[CH:7][CH:8]=[CH:9][CH:10]=[C:2]12.[K].[CH3:13][O:14][C:15]1[C:20]([F:21])=[C:19](F)[C:18]([N+:23]([O-:25])=[O:24])=[C:17]([F:26])[C:16]=1[F:27]>CN(C)C=O>[CH3:13][O:14][C:15]1[C:16]([F:27])=[C:17]([F:26])[C:18]([N+:23]([O-:25])=[O:24])=[C:19]([N:5]2[C:1](=[O:11])[C:2]3=[CH:10][CH:9]=[CH:8][CH:7]=[C:3]3[C:4]2=[O:6])[C:20]=1[F:21] |f:0.1,^1:11|. Procedure details: 4.62 g (0.025 mole) of potassium phthalimide were added to a solution of 5.41 g (0.024 mole) of 4-methoxy-2,3,5,6-tetrafluoro-1-nitrobenzene (XXXIII) in 100 ml of dimethylformamide, and the mixture was stirred at room temperature for 3 hours. At the end of this time, the solvent was removed by evaporation under reduced pressure, the residue was dissolved in toluene, and the solution was washed with water, dried and concentrated by evaporation under reduced pressure to give an oily substance. Thi... Reactants: C1(C=2C(C(N1)=O)=CC=CC2)=O.[K] (potassium phthalimide), COC1=C(C(=C(C(=C1F)F)[N+](=O)[O-])F)F (4-methoxy-2,3,5,6-tetrafluoro-1-nitrobenzene). Starting materials: CC(C)(C)OC(=O)NC1(C(=O)OCc2ccccc2F)CC(=O)C2C(C(=O)OCc3ccccc3F)C21, CC(C)(C)OC(=O)NC1(C(=O)OCc2ccccc2F)CC(O)C2C(C(=O)OCc3ccccc3F)C21, C1CCOC1. Yields the product CC(C)(C)OC(=O)NC1(C(=O)OCc2ccccc2F)CC(O)C2C(C(=O)OCc3ccccc3F)C21. As a reaction SMILES: [F:1][c:2]1[c:3]([CH2:8][O:9][C:10](=[O:11])[C:12]2([NH:30][C:31](=[O:32])[O:33][C:34]([CH3:35])([CH3:36])[CH3:37])[CH:13]3[CH:14]([C:19](=[O:20])[O:21][CH2:22][c:23]4[c:24]([F:29])[cH:25][cH:26][cH:27][cH:28]4)[CH:15]3[C:16](=[O:18])[CH2:17]2)[cH:4][cH:5][cH:6][cH:7]1.[F:38][c:39]1[cH:40][cH:41][cH:42][cH:43][c:44]1[CH2:45][O:46][C:47]([C:48]1([NH:49][C:50]([O:51][C:52]([CH3:53])([CH3:54])[CH3:55])=[O:56])[CH2:57][CH:58]([OH:59])[CH:60]2[CH:61]1[CH:62]2[C:63]([O:64][CH2:65][c:66]1[cH:67][cH:68][cH:69][cH:70][c:71]1[F:72])=[O:73])=[O:74].[O:75]1[CH2:76][CH2:77][CH2:78][CH2:79]1>>[F:1][c:2]1[c:3]([CH2:8][O:9][C:10](=[O:11])[C:12]2([NH:30][C:31](=[O:32])[O:33][C:34]([CH3:35])([CH3:36])[CH3:37])[CH:13]3[CH:14]([C:19](=[O:20])[O:21][CH2:22][c:23]4[c:24]([F:29])[cH:25][cH:26][cH:27][cH:28]4)[CH:15]3[CH:16]([OH:18])[CH2:17]2)[cH:4][cH:5][cH:6][cH:7]1. The reactants are CCCCc1cc(OC2CCN(C(=O)OC(C)(C)C)C2)c2ncccc2c1, C1COCCO1, Cl. The product is CCCCc1cc(OC2CCNC2)c2ncccc2c1. Reaction SMILES: [CH2:1]([CH2:2][CH2:3][CH3:4])[c:5]1[cH:6][c:7]2[cH:8][cH:9][cH:10][n:11][c:12]2[c:13]([O:15][CH:16]2[CH2:17][N:18]([C:21]([O:22][C:23]([CH3:24])([CH3:25])[CH3:26])=[O:27])[CH2:19][CH2:20]2)[cH:14]1.[CH2:29]1[O:30][CH2:31][CH2:32][O:33][CH2:34]1.[ClH:28]>>[CH2:1]([CH2:2][CH2:3][CH3:4])[c:5]1[cH:6][c:7]2[cH:8][cH:9][cH:10][n:11][c:12]2[c:13]([O:15][CH:16]2[CH2:17][NH:18][CH2:19][CH2:20]2)[cH:14]1. Reactants: C(C1=CC=CC=C1)N1N=CC(=C1)C1=NC=CC=2N1N=C(N2)N (5-(1-benzyl-1H-pyrazol-4-yl)-[1,2,4]triazolo[1,5-c]pyrimidin-2-ylamine), BrC1=CC=C(OCCN2CCCC2)C=C1 (1-(2-(4-bromophenoxyl)ethyl)pyrrolidine), CC1(C2=C(C(=CC=C2)P(C3=CC=CC=C3)C4=CC=CC=C4)OC5=C(C=CC=C51)P(C6=CC=CC=C6)C7=CC=CC=C7)C (xantphos), CC(C)([O-])C.[Na+] (sodium tert butoxide). The reagents and catalysts are C=1C=CC(=CC1)/C=C/C(=O)/C=C/C2=CC=CC=C2.C=1C=CC(=CC1)/C=C/C(=O)/C=C/C2=CC=CC=C2.[Pd] (bis(dibenzylideneacetone)palladium), CC(=O)N(C)C (dimethylacetamide). The solvent is O1CCOCC1 (1,4-Dioxane). Conditions: temperature 130 celsius. The product is C(C1=CC=CC=C1)N1N=CC(=C1)C1=NC=CC=2N1N=C(N2)NC2=CC=C(C=C2)OCCN2CCCC2 ([5-(1-Benzyl-1H-pyrazol-4-yl)-[1,2,4]triazolo[1,5-c]pyrimidin-2-yl]-[4-(2-pyrrolidin-1-yl-ethoxy)-phenyl]-amine). As a reaction SMILES: [CH2:1]([N:8]1[CH:12]=[C:11]([C:13]2[N:18]3[N:19]=[C:20]([NH2:22])[N:21]=[C:17]3[CH:16]=[CH:15][N:14]=2)[CH:10]=[N:9]1)[C:2]1[CH:7]=[CH:6][CH:5]=[CH:4][CH:3]=1.Br[C:24]1[CH:37]=[CH:36][C:27]([O:28][CH2:29][CH2:30][N:31]2[CH2:35][CH2:34][CH2:33][CH2:32]2)=[CH:26][CH:25]=1.CC1(C)C2C(=C(P(C3C=CC=CC=3)C3C=CC=CC=3)C=CC=2)OC2C(P(C3C=CC=CC=3)C3C=CC=CC=3)=CC=CC1=2.CC(C)([O-])C.[Na+]>CC(N(C)C)=O.C1C=CC(/C=C/C(/C=C/C2C=CC=CC=2)=O)=CC=1.C1C=CC(/C=C/C(/C=C/C2C=CC=CC=2)=O)=CC=1.[Pd].O1CCOCC1>[CH2:1]([N:8]1[CH:12]=[C:11]([C:13]2[N:18]3[N:19]=[C:20]([NH:22][C:24]4[CH:25]=[CH:26][C:27]([O:28][CH2:29][CH2:30][N:31]5[CH2:32][CH2:33][CH2:34][CH2:35]5)=[CH:36][CH:37]=4)[N:21]=[C:17]3[CH:16]=[CH:15][N:14]=2)[CH:10]=[N:9]1)[C:2]1[CH:3]=[CH:4][CH:5]=[CH:6][CH:7]=1 |f:3.4,6.7.8|. Procedure details: In a microwave vial, 5-(1-benzyl-1H-pyrazol-4-yl)-[1,2,4]triazolo[1,5-c]pyrimidin-2-ylamine (0.05 g, 0.165 mmol), 1-(2-(4-bromophenoxyl)ethyl)pyrrolidine (0.045 g, 0.215 mmol), bis(dibenzylideneacetone)palladium (0.005 g, 0.008 mmol), xantphos (0.01 g, 0.017 mmol) and sodium tert butoxide (0.032 g, 0.330 mmol) were added successively. 1,4-Dioxane (1.2 mL) and dimethylacetamide (4 drops) were added and the vial was sealed and heated in the microwave (130° C., 15 min). The mixture was filtered and... Starting materials: C(CCCCCCCC)O (1-Nonanol), C=CC(CCCCC)O (1-octen-3-ol), C=CC(CCCCC)O (1-octen-3-ol), C(CCCCCCC\C=C/C\C=C/CCCCC)(=O)O (linoleic acid). Run in Na phosphate. Yields the product C=CC(CCCCC)O (1-octen-3-ol), O=C/C=C/CCCCCCC(=O)O (10-oxo-trans-8-decenoic acid). As a reaction SMILES: [CH2:1]=[CH:2][CH:3]([OH:9])[CH2:4][CH2:5][CH2:6][CH2:7][CH3:8].[C:10]([OH:29])(=[O:28])[CH2:11][CH2:12][CH2:13][CH2:14][CH2:15][CH2:16][CH2:17]/[CH:18]=[CH:19]\C/C=C\CCCCC.C([OH:39])CCCCCCCC>>[CH2:1]=[CH:2][CH:3]([OH:9])[CH2:4][CH2:5][CH2:6][CH2:7][CH3:8].[O:39]=[CH:19]/[CH:18]=[CH:17]/[CH2:16][CH2:15][CH2:14][CH2:13][CH2:12][CH2:11][C:10]([OH:29])=[O:28]. Reported procedure: Three mushroom supernatants were made using the method similar to the procedure for 1-octen-3-ol analysis (Mau, (1992)). Mushroom supernatants were prepared by blending 50 g of mushrooms with 100 mL of 0.1M Na phosphate buffer, pH 6.5, and linoleic acid (0, 25.6 and 51.2 mg for supernatants A, B and C, respectively). 1-Nonanol was added as an internal standard prior to blending in order to quantify 1-octen-3-ol. After pentane extraction and centrifugation, the pentane layer was removed for 1-oct... Product: C1(=CC=CS1)C(=O)C1=C(C=C2N1CCC2C(=O)OC(C)C)C (isopropyl 5-(2-thenoyl)-1,2-dihydro-6-methyl-3H-pyrrolo[1,2-a]pyrrole-1-carboxylate). Reactants: CC=1C=C2N(CCC2C(=O)OC(C)C)C1 (isopropyl 1,2-dihydro-6-methyl-3H-pyrrolo[1,2-a]pyrrole-1-carboxylate), CN(C(=O)C=1SC=CC1)C (N,N-dimethylthiophene-2-carboxamide). Reported procedure: In accordance with the method of Example 9, isopropyl 1,2-dihydro-6-methyl-3H-pyrrolo[1,2-a]pyrrole-1-carboxylate is condensed with N,N-dimethylthiophene-2-carboxamide to produce isopropyl 5-(2-thenoyl)-1,2-dihydro-6-methyl-3H-pyrrolo[1,2-a]pyrrole-1-carboxylate (XI, R = CH3, R1 = H, R2 = iC3H7, X = S), having a melting point of 102.5° C. RXN SMILES: [CH3:1][C:2]1[CH:3]=[C:4]2[CH:8]([C:9]([O:11][CH:12]([CH3:14])[CH3:13])=[O:10])[CH2:7][CH2:6][N:5]2[CH:15]=1.CN(C)[C:18]([C:20]1[S:21][CH:22]=[CH:23][CH:24]=1)=[O:19]>>[C:20]1([C:18]([C:15]2[N:5]3[CH2:6][CH2:7][CH:8]([C:9]([O:11][CH:12]([CH3:13])[CH3:14])=[O:10])[C:4]3=[CH:3][C:2]=2[CH3:1])=[O:19])[S:21][CH:22]=[CH:23][CH:24]=1.